This data is from the Open Reaction Database (ORD), a public repository of structured organic reaction records. The task is: describe an organic reaction: reactants, conditions, products, and yield Reactants: C1COCCO1, CN=C=O, O=c1[nH]c2ccccc2n1CCCN1CCN(C(c2ccccc2)c2ccccc2)CC1. Yields the product CNC(=O)n1c(=O)n(CCCN2CCN(C(c3ccccc3)c3ccccc3)CC2)c2ccccc21. Reaction SMILES: [CH2:37]1[O:38][CH2:39][CH2:40][O:41][CH2:42]1.[CH3:33][N:34]=[C:35]=[O:36].[c:1]1([CH:7]([N:8]2[CH2:9][CH2:10][N:11]([CH2:14][CH2:15][CH2:16][n:17]3[c:18](=[O:26])[nH:19][c:20]4[c:21]3[cH:22][cH:23][cH:24][cH:25]4)[CH2:12][CH2:13]2)[c:27]2[cH:28][cH:29][cH:30][cH:31][cH:32]2)[cH:2][cH:3][cH:4][cH:5][cH:6]1>>[c:1]1([CH:7]([N:8]2[CH2:9][CH2:10][N:11]([CH2:14][CH2:15][CH2:16][n:17]3[c:18](=[O:26])[n:19]([C:35]([NH:34][CH3:33])=[O:36])[c:20]4[c:21]3[cH:22][cH:23][cH:24][cH:25]4)[CH2:12][CH2:13]2)[c:27]2[cH:28][cH:29][cH:30][cH:31][cH:32]2)[cH:2][cH:3][cH:4][cH:5][cH:6]1. The reactants are CC([C@H](C(N1CCCC1)=O)NCC1=C2C(=NC=C1)N(C=C2C(=O)OC)C(=O)OC(C)(C)C)C ((R)-1-tert-butyl 3-methyl 4-((3-methyl-1-oxo-1-(pyrrolidin-1-yl)butan-2-ylamino)methyl)-1H-pyrrolo[2,3-b]pyridine-1,3-dicarboxylate), [OH-].[Na+] (NaOH). The solvent is CO (MeOH). Yields the product CC([C@H](C(N1CCCC1)=O)NCC1=C2C(=NC=C1)NC=C2C(=O)O)C ((R)-4-((3-methyl-1-oxo-1-(pyrrolidin-1-yl)butan-2-ylamino)methyl)-1H-pyrrolo[2,3-b]pyridine-3-carboxylic acid). As a reaction SMILES: [CH3:1][CH:2]([CH3:33])[C@@H:3]([NH:11][CH2:12][C:13]1[CH:18]=[CH:17][N:16]=[C:15]2[N:19](C(OC(C)(C)C)=O)[CH:20]=[C:21]([C:22]([O:24]C)=[O:23])[C:14]=12)[C:4](=[O:10])[N:5]1[CH2:9][CH2:8][CH2:7][CH2:6]1.[OH-].[Na+]>CO>[CH3:1][CH:2]([CH3:33])[C@@H:3]([NH:11][CH2:12][C:13]1[CH:18]=[CH:17][N:16]=[C:15]2[NH:19][CH:20]=[C:21]([C:22]([OH:24])=[O:23])[C:14]=12)[C:4](=[O:10])[N:5]1[CH2:6][CH2:7][CH2:8][CH2:9]1 |f:1.2|. Procedure: To an 8 mL scintillation vial equipped for stirring was added (R)-1-tert-butyl 3-methyl 4-((3-methyl-1-oxo-1-(pyrrolidin-1-yl)butan-2-ylamino)methyl)-1H-pyrrolo[2,3-b]pyridine-1,3-dicarboxylate (134 mg, 0.292 mmol). Aqueous NaOH (12N, 2 mL) and MeOH (1 mL) were added and the solution was stirred at 53° C. for 48 h. The reaction mixture was purified via preparative mass trigger LC-MS (AcCN/H2O, 5-90%). The fractions were collected, concentrated, and dried in vacuo to afford the title compound as ... Starting materials: CC(=O)[O-], CN(C)C=O, COc1ccc(CCl)c(F)c1OC, [K+]. Product: COc1ccc(COC(C)=O)c(F)c1OC. Reaction SMILES: [CH3:15][C:16]([O-:17])=[O:18].[CH3:19][N:20]([CH3:21])[CH:22]=[O:23].[Cl:1][CH2:2][c:3]1[c:4]([F:13])[c:5]([O:11][CH3:12])[c:6]([O:9][CH3:10])[cH:7][cH:8]1.[K+:14]>>[CH2:2]([c:3]1[c:4]([F:13])[c:5]([O:11][CH3:12])[c:6]([O:9][CH3:10])[cH:7][cH:8]1)[O:18][C:16]([CH3:15])=[O:17].